This data is from the Open Reaction Database (ORD), a public repository of structured organic reaction records. The task is: describe an organic reaction: reactants, conditions, products, and yield Reactants: O=C([O-])[O-], Cc1ccc(C)c(O)c1C, CCOC(C)=O, O=N[O-], [Na+], [Na+], [Na+], [Na+], [Na+], [Na+], [OH-], O, Nc1ccc(S(=O)(=O)O)cc1, O=S([O-])S(=O)[O-]. Yields the product Cc1cc(N)c(C)c(C)c1O. Reaction SMILES: [C:12](=[O:13])([O-:14])[O-:15].[CH3:24][c:25]1[c:26]([OH:33])[c:27]([CH3:32])[cH:28][cH:29][c:30]1[CH3:31].[CH3:43][CH2:44][O:45][C:46](=[O:47])[CH3:48].[N:18]([O-:19])=[O:20].[Na+:16].[Na+:17].[Na+:21].[Na+:23].[Na+:40].[Na+:41].[OH-:22].[OH2:42].[S:1]([OH:2])(=[O:3])([c:4]1[cH:5][cH:6][c:7]([NH2:9])[cH:8][cH:10]1)=[O:11].[S:34]([S:35]([O-:36])=[O:37])([O-:38])=[O:39]>>[NH2:9][c:29]1[cH:28][c:27]([CH3:32])[c:26]([OH:33])[c:25]([CH3:24])[c:30]1[CH3:31]. The reactants are Brc1ccc(C=Cc2csc3ccccc23)s1, [Li]CCCC, CN(C)C=O, O. Yields the product O=Cc1ccc(C=Cc2csc3ccccc23)s1. RXN SMILES: [Br:1][c:2]1[cH:3][cH:4][c:5]([CH:7]=[CH:8][c:9]2[c:10]3[c:11]([s:12][cH:13]2)[cH:14][cH:15][cH:16][cH:17]3)[s:6]1.[CH2:18]([Li:19])[CH2:20][CH2:21][CH3:22].[CH3:23][N:24]([CH:25]=[O:26])[CH3:27].[OH2:28]>>[c:2]1([CH:25]=[O:26])[cH:3][cH:4][c:5]([CH:7]=[CH:8][c:9]2[c:10]3[c:11]([s:12][cH:13]2)[cH:14][cH:15][cH:16][cH:17]3)[s:6]1. Reactants: COCc1ccc(Br)s1, C1COCCO1, [K+], [K+], O=C([O-])[O-], CC1(C)OB(c2cc(C(N)=O)c3[nH]cc(C4CCS(=O)(=O)CC4)c3c2)OC1(C)C, O. Product: COCc1ccc(-c2cc(C(N)=O)c3[nH]cc(C4CCS(=O)(=O)CC4)c3c2)s1. RXN SMILES: [Br:1][c:2]1[s:3][c:4]([CH2:7][O:8][CH3:9])[cH:5][cH:6]1.[CH2:46]1[O:47][CH2:48][CH2:49][O:50][CH2:51]1.[K+:39].[K+:40].[O-:41][C:42]([O-:43])=[O:44].[O:10]=[S:11]1(=[O:38])[CH2:12][CH2:13][CH:14]([c:17]2[cH:18][nH:19][c:20]3[c:21]([C:35](=[O:36])[NH2:37])[cH:22][c:23]([B:26]4[O:27][C:28]([CH3:29])([CH3:30])[C:31]([CH3:32])([CH3:33])[O:34]4)[cH:24][c:25]23)[CH2:15][CH2:16]1.[OH2:45]>>[c:2]1(-[c:23]2[cH:22][c:21]([C:35](=[O:36])[NH2:37])[c:20]3[nH:19][cH:18][c:17]([CH:14]4[CH2:13][CH2:12][S:11](=[O:10])(=[O:38])[CH2:16][CH2:15]4)[c:25]3[cH:24]2)[s:3][c:4]([CH2:7][O:8][CH3:9])[cH:5][cH:6]1. The reactants are O=C([O-])[O-], CCS(=O)(=O)Cl, Clc1ccc(NCc2cccnc2)cc1, ClCCl, [K+], [K+]. Product: CCS(=O)(=O)N(Cc1cccnc1)c1ccc(Cl)cc1. Reaction SMILES: [C:16](=[O:17])([O-:18])[O-:19].[CH2:22]([CH3:23])[S:24](=[O:25])(=[O:26])[Cl:27].[Cl:1][c:2]1[cH:3][cH:4][c:5]([NH:8][CH2:9][c:10]2[cH:11][n:12][cH:13][cH:14][cH:15]2)[cH:6][cH:7]1.[Cl:28][CH2:29][Cl:30].[K+:20].[K+:21]>>[Cl:1][c:2]1[cH:3][cH:4][c:5]([N:8]([CH2:9][c:10]2[cH:11][n:12][cH:13][cH:14][cH:15]2)[S:24]([CH2:22][CH3:23])(=[O:25])=[O:26])[cH:6][cH:7]1. Reaction SMILES: [Cl:1][C:2]1[CH:7]=[CH:6][C:5]([C:8]2[CH:13]=[C:12]([CH2:14][CH3:15])[N:11]3[N:16]=[CH:17][C:18]([C:19](O)=[O:20])=[C:10]3[N:9]=2)=[CH:4][CH:3]=1.[NH2:22][C:23]1[CH:24]=[C:25]([S:29]([NH:32][C:33]([CH3:37])([CH3:36])[CH2:34][OH:35])(=[O:31])=[O:30])[CH:26]=[CH:27][CH:28]=1>>[OH:35][CH2:34][C:33]([NH:32][S:29]([C:25]1[CH:24]=[C:23]([NH:22][C:19]([C:18]2[CH:17]=[N:16][N:11]3[C:12]([CH2:14][CH3:15])=[CH:13][C:8]([C:5]4[CH:4]=[CH:3][C:2]([Cl:1])=[CH:7][CH:6]=4)=[N:9][C:10]=23)=[O:20])[CH:28]=[CH:27][CH:26]=1)(=[O:31])=[O:30])([CH3:37])[CH3:36]. Product: OCC(C)(C)NS(=O)(=O)C=1C=C(C=CC1)NC(=O)C=1C=NN2C1N=C(C=C2CC)C2=CC=C(C=C2)Cl (5-(4-Chloro-phenyl)-7-ethyl-pyrazolo[1,5-a]pyrimidine-3-carboxylic acid[3-(2-hydroxy-1,1-dimethyl-ethylsulfamoyl)-phenyl]-amide). Procedure: The title compound was prepared from 5-(4-chloro-phenyl)-7-ethyl-pyrazolo[1,5-a]pyrimidine-3-carboxylic acid (example C.26) and 3-amino-N-(2-hydroxy-1,1-dimethyl-ethyl)-benzenesulfonamide (example B.8) according to general procedure II. Pale-yellow solid. MS (ISP) 528.0 [(M+H)+]; mp 239-240° C. The reactants are ClC1=CC=C(C=C1)C1=NC=2N(C(=C1)CC)N=CC2C(=O)O (5-(4-chloro-phenyl)-7-ethyl-pyrazolo[1,5-a]pyrimidine-3-carboxylic acid), NC=1C=C(C=CC1)S(=O)(=O)NC(CO)(C)C (3-amino-N-(2-hydroxy-1,1-dimethyl-ethyl)-benzenesulfonamide). The reactants are crude product ( 18 ), amine, ( 19 ), C(C)OCC (diethylether), O1CCCC1 (tetrahydrofuran), C(Cl)Cl (methylene chloride), C(Cl)(Cl)Cl (chloroform), N1=CC=CC=C1 (pyridine). Solvent: C(C)N(CC)CC (triethylamine). The product is C(C)(C)N(CC)C(C)C (diisopropylethylamine), amide. As a reaction SMILES: [CH2:1](OCC)C.O1[CH2:10][CH2:9][CH2:8]C1.C(Cl)Cl.C(Cl)(Cl)Cl.[N:18]1[CH:23]=[CH:22]C=[CH:20][CH:19]=1>C(N(CC)CC)C>[CH:9]([N:18]([CH:19]([CH3:20])[CH3:1])[CH2:23][CH3:22])([CH3:10])[CH3:8]. Procedure details: As shown in reaction Scheme G, treatment of 2-arylindole (17) with oxalyl chloride neat or in an inert organic solvent such as methylene chloride, chloroform, dichloroethane, tetrahydrofuran or the like at a temperature of 25°-65° C. for a period of 3-24 hours gives the acylchloride adduct (18). The crude product (18) may be reacted with an amine of type (19) in an inert organic solvent such as diethylether, tetrahydrofuran, methylene chloride, chloroform or the like and an amine base such as tr...